Task: describe an organic reaction: reactants, conditions, products, and yield. Dataset: the Open Reaction Database (ORD), a public repository of structured organic reaction records The reactants are C[O-], CO, ClC(Cl)Cl, Cc1cc(Cl)nc(-c2cccc(-c3ccccc3C)n2)n1, [Na+], [Na], O. Product: COc1cc(C)nc(-c2cccc(-c3ccccc3C)n2)n1. Reaction SMILES: [CH3:22][O-:23].[CH3:25][OH:26].[CH:28]([Cl:29])([Cl:30])[Cl:31].[Cl:1][c:2]1[n:3][c:4](-[c:9]2[n:10][c:11](-[c:15]3[c:16]([CH3:21])[cH:17][cH:18][cH:19][cH:20]3)[cH:12][cH:13][cH:14]2)[n:5][c:6]([CH3:8])[cH:7]1.[Na+:24].[Na:27].[OH2:32]>>[c:2]1([O:23][CH3:22])[n:3][c:4](-[c:9]2[n:10][c:11](-[c:15]3[c:16]([CH3:21])[cH:17][cH:18][cH:19][cH:20]3)[cH:12][cH:13][cH:14]2)[n:5][c:6]([CH3:8])[cH:7]1.